From a dataset of the Open Reaction Database (ORD), a public repository of structured organic reaction records. describe an organic reaction: reactants, conditions, products, and yield Starting materials: CC1(NC(CC(C1)O)(C)C)C (2,2,6,6-tetramethyl-4-piperidinol), CC(=O)C (acetone), CC(=O)C (acetone). Reaction conditions: time 2 hour. Product: ON1C(CC(CC1(C)C)O)(C)C (1,4-dihydroxy-2,2,6,6-tetramethyl-piperidine). As a reaction SMILES: [CH3:1][C:2]1([CH3:11])[CH2:7][CH:6]([OH:8])[CH2:5][C:4]([CH3:10])([CH3:9])[NH:3]1.CC(C)=[O:14]>>[OH:14][N:3]1[C:4]([CH3:10])([CH3:9])[CH2:5][CH:6]([OH:8])[CH2:7][C:2]1([CH3:11])[CH3:1]. Reported procedure: In a 100 ml flask, a solution of 0.047 M DMD in acetone (21.2 ml, 1 mmol) was added to a cold stirred solution of 2,2,6,6-tetramethyl-4-piperidinol (0.1572 g, 1 mmol) in acetone (10 ml). The reaction mixture was stirred for two hours in an ice bath. Solvent was removed on a rotary evaporator to give a white crystalline solid (0.1727 g, 99% yield, mp 161-163). Sublimation on the Kugelrohr (110-120°, 1×10-4 mmHg) gave white needles (0.170 g). Measured mp was 162-163; reported mp is 155-159 (Lee et... Starting materials: CCO, O=[N+]([O-])c1cc(C(F)(F)F)cc(Cl)c1O, [Na+], [Na+], O, Oc1ccccc1, O=S([O-])S(=O)[O-]. Product: Nc1cc(C(F)(F)F)cc(Cl)c1O. RXN SMILES: [CH3:31][CH2:32][OH:33].[Cl:9][c:10]1[c:11]([OH:23])[c:12]([N+:20]([O-:21])=[O:22])[cH:13][c:14]([C:16]([F:17])([F:18])[F:19])[cH:15]1.[Na+:7].[Na+:8].[OH2:34].[OH:24][c:25]1[cH:26][cH:27][cH:28][cH:29][cH:30]1.[S:1]([S:2]([O-:3])=[O:4])([O-:5])=[O:6]>>[Cl:9][c:10]1[c:11]([OH:23])[c:12]([NH2:20])[cH:13][c:14]([C:16]([F:17])([F:18])[F:19])[cH:15]1. The reactants are C(N)(=O)C1=CC=C2C(N=C(N(C2=C1)CC1=C(C=C(C=C1)Cl)Cl)C)=O (7-Carbamoyl-1-(2,4-dichlorobenzyl)-2-methyl-4(1H)-quinazolinone), S(O)(O)(=O)=O (sulfuric acid). The solvent is O (water). Run at temperature 100 celsius. Product: C(=O)(O)C1=CC=C2C(N=C(N(C2=C1)CC1=C(C=C(C=C1)Cl)Cl)C)=O (7-Carboxy-1-(2,4-dichlorobenzyl)-2-methyl-4(1H)-quinazolinone). RXN SMILES: [C:1]([C:4]1[CH:13]=[C:12]2[C:7]([C:8](=[O:24])[N:9]=[C:10]([CH3:23])[N:11]2[CH2:14][C:15]2[CH:20]=[CH:19][C:18]([Cl:21])=[CH:17][C:16]=2[Cl:22])=[CH:6][CH:5]=1)(=[O:3])N.S(=O)(=O)(O)[OH:26]>O>[C:1]([C:4]1[CH:13]=[C:12]2[C:7]([C:8](=[O:24])[N:9]=[C:10]([CH3:23])[N:11]2[CH2:14][C:15]2[CH:20]=[CH:19][C:18]([Cl:21])=[CH:17][C:16]=2[Cl:22])=[CH:6][CH:5]=1)([OH:3])=[O:26]. Procedure: 7-Carbamoyl-1-(2,4-dichlorobenzyl)-2-methyl-4(1H)-quinazolinone (1.40 g) in a mixture of concentrated sulfuric acid (6 ml) and water (6 ml) was heated at 100° C. for 1 hr. After cooling, the precipitated solid was collected by filtration, washed with water, dried and concentrated to give the object compound (1.46 g) as white crystals.